Dataset: the Open Reaction Database (ORD), a public repository of structured organic reaction records. Task: describe an organic reaction: reactants, conditions, products, and yield Starting materials: COC(CCC\C=C/C[C@@H]1[C@H]([C@@H](C[C@H]1Cl)OC1OCCCC1)\C=C\C(C(CCCC)(C)C)=O)=O ((±)-(5Z)-7-{(1R,2R,3R,5R)-5-chloro-2-[(E)-4,4-dimethyl-3-oxo-1-octenyl]-3-(tetrahydropyran-2-yloxy)-cyclopentyl}-5-heptenic acid methyl ester), mixture. Run in C(C)(=O)O.O.O1CCCC1 (acetic acid water tetrahydrofuran). Yields the product COC(C=CCCCC)=O.COC(CCC\C=C/C[C@@H]1[C@H]([C@@H](C[C@H]1Cl)O)\C=C\C(C(CCCC)(C)C)=O)=O ((±)-(Z)-7-{(1R,2R,3R,5R)-5-chloro-2-[(E)-4,4-dimethyl-3-oxo-1-octenyl]-3-hydroxy-cyclopentyl}-5-heptenic acid methyl ester heptenic acid methyl ester). The yield is 128.9%. As a reaction SMILES: [CH3:1][O:2][C:3](=[O:34])[CH2:4][CH2:5][CH2:6]/[CH:7]=[CH:8]\[CH2:9][C@H:10]1[C@H:14]([Cl:15])[CH2:13][C@@H:12]([O:16]C2CCCCO2)[C@@H:11]1/[CH:23]=[CH:24]/[C:25](=[O:33])[C:26]([CH3:32])([CH3:31])[CH2:27][CH2:28][CH2:29][CH3:30]>C(O)(=O)C.O.O1CCCC1>[CH3:1][O:2][C:3](=[O:34])[CH:4]=[CH:5][CH2:6][CH2:7][CH2:8][CH3:9].[CH3:1][O:2][C:3](=[O:34])[CH2:4][CH2:5][CH2:6]/[CH:7]=[CH:8]\[CH2:9][C@H:10]1[C@H:14]([Cl:15])[CH2:13][C@@H:12]([OH:16])[C@@H:11]1/[CH:23]=[CH:24]/[C:25](=[O:33])[C:26]([CH3:32])([CH3:31])[CH2:27][CH2:28][CH2:29][CH3:30] |f:1.2.3,4.5|. Procedure details: 1 g of VIII is stirred for 24 hours at 40° C. with 25 ml of a mixture of glacial acetic acid-water-tetrahydrofuran (65/35/10). It is concentrated by evaporation in a vacuum, chromatographed on silica gel with hexane/10-50% ethyl acetate, and 720 mg of IX is obtained as oil. Starting materials: C(C)(C)(C)OC(=O)NC(C=1C=CC(=NC1)P(OCC)(OCC)=O)C1=CC=CC=C1 (Diethyl (5-{[(tert-butoxycarbonyl)amino](phenyl)methyl}pyridin-2-yl)phosphonate). The solvent is Cl.O1CCOCC1 (HCl dioxane). The product is NC(C=1C=CC(=NC1)P(OCC)(OCC)=O)C1=CC=CC=C1 (Diethyl {5-[amino(phenyl)methyl]pyridin-2-yl}phosphonate). The yield is 58.0%. Reaction SMILES: C(OC([NH:8][CH:9]([C:24]1[CH:29]=[CH:28][CH:27]=[CH:26][CH:25]=1)[C:10]1[CH:11]=[CH:12][C:13]([P:16](=[O:23])([O:20][CH2:21][CH3:22])[O:17][CH2:18][CH3:19])=[N:14][CH:15]=1)=O)(C)(C)C>Cl.O1CCOCC1>[NH2:8][CH:9]([C:24]1[CH:25]=[CH:26][CH:27]=[CH:28][CH:29]=1)[C:10]1[CH:11]=[CH:12][C:13]([P:16](=[O:23])([O:20][CH2:21][CH3:22])[O:17][CH2:18][CH3:19])=[N:14][CH:15]=1 |f:1.2|. Procedure: A solution of compound 4-f in HCl/dioxane (100 ml) was stirred at room temperature overnight. The mixture was then concentrated under vacuum and the residue was diluted with water followed by extraction with ethyl acetate. The aqueous layer was basified with ammonia and then extracted with ethyl acetate. The organic layer was washed with brine, dried over sodium sulfate and concentrated to provide the product, 4-g, (1.5 g, 58%). 1H NMR (CD3OD, 300 MHz,): δ 8.64 (s, 1H), 7.77 (m, 2H), 7.22 (m, 5H... Reactants: C1(CCCC1)=CC(C)=O.C1(=CCCC1)CC(C)=O (1-cyclopentylidenepropan-2-one 1-cyclopentenylpropan-2-one), C(CC(=O)C)(=O)OCC (ethyl acetoacetate). The reagents and catalysts are [Cl-].[Zn+2].[Cl-] (zinc chloride). The solvent is CCCCCCC (heptane), C1=CC=CC=C1 (benzene). Yields the product CC=1C(C2(CCCC2)CC(C1)=O)C(=O)OCC (ethyl 7-methyl-9-oxospiro[4.5]dec-7-ene-6-carboxylate). Isolated yield 12.1%. RXN SMILES: [C:1]1(=[CH:6][C:7](=[O:9])[CH3:8])[CH2:5][CH2:4][CH2:3][CH2:2]1.C1(CC(=O)C)CCCC=1.[C:19]([O:25][CH2:26][CH3:27])(=[O:24])[CH2:20][C:21]([CH3:23])=O>CCCCCCC.C1C=CC=CC=1.[Cl-].[Zn+2].[Cl-]>[CH3:23][C:21]1[CH:20]([C:19]([O:25][CH2:26][CH3:27])=[O:24])[C:1]2([CH2:6][C:7](=[O:9])[CH:8]=1)[CH2:5][CH2:4][CH2:3][CH2:2]2 |f:0.1,5.6.7|. Procedure: A mixture of 1-cyclopentylidenepropan-2-one/1-cyclopentenylpropan-2-one (25:75, 100 g, 0.805 mol), ethyl acetoacetate (105 g, 0.805 mol), and zinc chloride (16.5 g, 0.12 mol) in heptane (100 ml) and benzene (100 ml) was refluxed for 6 days using a Dean-Stark apparatus. The resulting mixture was cooled, washed with water (250 ml), with a 5% aqueous solution of NaHCO3 (250 ml), with water, dried (MgSO4) and concentrated. Vigreux-Distillation (0.1 mbar, bath temperature 150° C., head temp. 106-130°... Solvent: C1(=CC=CC=C1)C (toluene). Starting materials: NCC1CCOC2=CC(=CC=C12)OC (4-(Aminomethyl)-7-methoxy chroman), C(C)OC=O (ethylformate). Reaction SMILES: [NH2:1][CH2:2][CH:3]1[C:12]2[C:7](=[CH:8][C:9]([O:13][CH3:14])=[CH:10][CH:11]=2)[O:6][CH2:5][CH2:4]1.[CH2:15](OC=O)C>C1(C)C=CC=CC=1>[CH3:15][NH:1][CH2:2][CH:3]1[C:12]2[C:7](=[CH:8][C:9]([O:13][CH3:14])=[CH:10][CH:11]=2)[O:6][CH2:5][CH2:4]1. The product is CNCC1CCOC2=CC(=CC=C12)OC (4-((N-Methylamino)methyl)-7-methoxy chroman). Reported procedure: The product from Example 2 (5g) was added to ethylformate (10 ml) and toluene (100 ml) then refluxed for 2 1/2 hrs. The solution was evaporated to dryness and then tetrahydrofuran (THF) (100 ml) and BH3. THF (25.9 ml of a 1M THF solution) was added followed by heating for 1 1/2 hrs. The reaction was cooled and 6N HCl (20 ml) was carefully added followed by heating for 1 hr. The THF was evaporated and the reaction made basic with aqueous KOH. The reaction was extracted with CH2Cl2, the organic la... Reactants: ClCCCS(=O)(=O)N1CCC(CC1)C1=CNC2=C(C=C(C=C12)C1=CC=CC=C1)C(=O)N (3-{1-[(3-chloropropyl)sulfonyl]-4-piperidinyl}-5-phenyl-1H-indole-7-carboxamide), FC(C1=C(C=CC=C1)O)(F)F (2-(trifluoromethyl)phenol), C(=O)([O-])[O-].[K+].[K+] (K2CO3). The reagents and catalysts are [I-].[Na+] (sodium iodide). Product: C1(=CC=CC=C1)C=1C=C2C(=CNC2=C(C1)C(=O)N)C1CCN(CC1)S(=O)(=O)CCCOC1=C(C=CC=C1)C(F)(F)F (5-phenyl-3-{1-[(3-{[2-(trifluoromethyl)phenyl]oxy}propyl)sulfonyl]-4-piperidinyl}-1H-indole-7-carboxamide). Yield: 44.9%. Reaction SMILES: Cl[CH2:2][CH2:3][CH2:4][S:5]([N:8]1[CH2:13][CH2:12][CH:11]([C:14]2[C:22]3[C:17](=[C:18]([C:29]([NH2:31])=[O:30])[CH:19]=[C:20]([C:23]4[CH:28]=[CH:27][CH:26]=[CH:25][CH:24]=4)[CH:21]=3)[NH:16][CH:15]=2)[CH2:10][CH2:9]1)(=[O:7])=[O:6].[F:32][C:33]([F:42])([F:41])[C:34]1[CH:39]=[CH:38][CH:37]=[CH:36][C:35]=1[OH:40].C([O-])([O-])=O.[K+].[K+]>[I-].[Na+]>[C:23]1([C:20]2[CH:21]=[C:22]3[C:17](=[C:18]([C:29]([NH2:31])=[O:30])[CH:19]=2)[NH:16][CH:15]=[C:14]3[CH:11]2[CH2:12][CH2:13][N:8]([S:5]([CH2:4][CH2:3][CH2:2][O:40][C:35]3[CH:36]=[CH:37][CH:38]=[CH:39][C:34]=3[C:33]([F:32])([F:41])[F:42])(=[O:7])=[O:6])[CH2:9][CH2:10]2)[CH:28]=[CH:27][CH:26]=[CH:25][CH:24]=1 |f:2.3.4,5.6|. Procedure: Following the general procedure of example 159, 3-{1-[(3-chloropropyl)sulfonyl]-4-piperidinyl}-5-phenyl-1H-indole-7-carboxamide (40.0 mg, 0.087 mmol), 2-(trifluoromethyl)phenol (162 mg, 0.87 mmol), K2CO3 (35.0 mg, 0.35 mmol) and sodium iodide (0.5 mg) were reacted to give the title compound (22.9 mg, 50%). Starting materials: ice water, ClC1=CC=C(C=C1)N1N=C(N=C1)O (1-(4-chlorophenyl)-3-hydroxy-1,2,4-1H-triazole), [H-].[Na+] (sodium hydride), BrC(C(=O)OCC)C (ethyl 2-bromopropionate). Procedure: Six g of 1-(4-chlorophenyl)-3-hydroxy-1,2,4-1H-triazole was added to a suspension of 1.5 g of sodium hydride in 225 ml of dimethylsulfoxide. The mixture was heated on the steam bath for 90 minutes. Then 5.5 g of ethyl 2-bromopropionate was added and the mixture was heated for 90 minutes more. It was then cooled and poured over ice-water, and the solid was collected, dried and recrystallized from toluene to obtain 1.5 g of the desired product, m.p. 62°-64°. Run in CS(=O)C (dimethylsulfoxide). RXN SMILES: [Cl:1][C:2]1[CH:7]=[CH:6][C:5]([N:8]2[CH:12]=[N:11][C:10]([OH:13])=[N:9]2)=[CH:4][CH:3]=1.[H-].[Na+].Br[CH:17]([CH3:23])[C:18]([O:20][CH2:21][CH3:22])=[O:19]>CS(C)=O>[Cl:1][C:2]1[CH:3]=[CH:4][C:5]([N:8]2[CH:12]=[N:11][C:10]([O:13][CH:17]([C:18]([O:20][CH2:21][CH3:22])=[O:19])[CH3:23])=[N:9]2)=[CH:6][CH:7]=1 |f:1.2|. Yields the product ClC1=CC=C(C=C1)N1N=C(N=C1)OC(C)C(=O)OCC (1-(4-chlorophenyl)-3-(1-ethoxycarbonylethoxy)-1,2,4-1H-triazole). The reactants are CC1=C(C=C(C=C1)[N+](=O)[O-])N (2-methyl-5-nitrophenylamine), C([O-])([O-])=O.[K+].[K+] (potassium carbonate), BrCC(CC)Br (1,2 dibromobutane). The solvent is CN(C=O)C (dimethyl formamide). Run at temperature 70 celsius, time 16 hour. The product is CC1=C(C=C(C=C1)[N+](=O)[O-])N1CCCC1 ((2-methyl-5-nitrophenyl)pyrrolidine). RXN SMILES: [CH3:1][C:2]1[CH:7]=[CH:6][C:5]([N+:8]([O-:10])=[O:9])=[CH:4][C:3]=1[NH2:11].C(=O)([O-])[O-].[K+].[K+].Br[CH2:19][CH:20](Br)[CH2:21][CH3:22]>CN(C)C=O>[CH3:1][C:2]1[CH:7]=[CH:6][C:5]([N+:8]([O-:10])=[O:9])=[CH:4][C:3]=1[N:11]1[CH2:22][CH2:21][CH2:20][CH2:19]1 |f:1.2.3|. Reported procedure: To the mixture containing 2-methyl-5-nitrophenylamine and potassium carbonate (4 eq) in dimethyl formamide was added 1,2 dibromobutane (4 eq) and the resulting mixture was stirred at 70° C. for 16 hours. The reaction mixture was then concentrated and partitioned between ethyl acetate and water. The organic layer was dried with sodium sulfate and concentrated and purified on silica gel to give (2-methyl-5-nitrophenyl)pyrrolidine.